Dataset: the Open Reaction Database (ORD), a public repository of structured organic reaction records. Task: describe an organic reaction: reactants, conditions, products, and yield Reactants: O(C1=CC=CC=C1)C=1C=C(C=O)C=CC1 (3-phenoxybenzaldehyde), [C-]#N.[Na+] (sodium cyanide), ClC(=CC1C(C1(C)C)C(=O)Cl)Cl (2-(2',2'-dichlorovinyl)-3,3-dimethylcyclopropanecarbonyl chloride). The solvent is C1CCCCC1 (cyclohexane), O (water), O (water), C1CCCCC1 (cyclohexane). Yields the product ClC(=CC1C(C1(C)C)C(=O)OC(C1=CC(=CC=C1)OC1=CC=CC=C1)C#N)Cl (α-cyano-3-phenoxybenzyl 2-(2',2'-dichlorovinyl)-3,3-dimethylcyclopropanecarboxylate). Reaction SMILES: [O:1]([C:8]1[CH:9]=[C:10]([CH:13]=[CH:14][CH:15]=1)[CH:11]=[O:12])[C:2]1[CH:7]=[CH:6][CH:5]=[CH:4][CH:3]=1.[C-:16]#[N:17].[Na+].[Cl:19][C:20]([Cl:30])=[CH:21][CH:22]1[C:24]([CH3:26])([CH3:25])[CH:23]1[C:27](Cl)=[O:28]>O.C1CCCCC1>[Cl:19][C:20]([Cl:30])=[CH:21][CH:22]1[C:24]([CH3:26])([CH3:25])[CH:23]1[C:27]([O:12][CH:11]([C:16]#[N:17])[C:10]1[CH:13]=[CH:14][CH:15]=[C:8]([O:1][C:2]2[CH:3]=[CH:4][CH:5]=[CH:6][CH:7]=2)[CH:9]=1)=[O:28] |f:1.2|. Procedure: A 500 ml. round-bottomed flask equipped with a stirrer operating at 500 rpm was charged with 0.2 mole of 3-phenoxybenzaldehyde, 20 ml. of water, 15.2 g. of sodium cyanide, 90 ml. of cyclohexane and a catalyst (if any). 0.2 mole of 2-(2',2'-dichlorovinyl)-3,3-dimethylcyclopropanecarbonyl chloride was added at 15°-20° over 30 minutes, followed by 10 ml. of cyclohexane. The mixture thus formed was stirred at 15°-20° C. At the end of the reaction, 100 ml. of water were added and the organic phase wa... Starting materials: CN(C)CCOc1cc(Br)cc([N+](=O)[O-])c1, O=C([O-])[O-], CN1CCCC1=O, ClCCl, [Cu]I, [K+], [K+], c1nc[nH]n1. Product: CN(C)CCOc1cc(-n2cncn2)cc([N+](=O)[O-])c1. As a reaction SMILES: [Br:1][c:2]1[cH:3][c:4]([O:5][CH2:6][CH2:7][N:8]([CH3:9])[CH3:10])[cH:11][c:12]([N+:14](=[O:15])[O-:16])[cH:13]1.[C:17](=[O:18])([O-:19])[O-:20].[CH3:28][N:29]1[CH2:30][CH2:31][CH2:32][C:33]1=[O:34].[Cl:35][CH2:36][Cl:37].[Cu:38][I:39].[K+:21].[K+:22].[nH:23]1[n:24][cH:25][n:26][cH:27]1>>[c:2]1(-[n:23]2[n:24][cH:25][n:26][cH:27]2)[cH:3][c:4]([O:5][CH2:6][CH2:7][N:8]([CH3:9])[CH3:10])[cH:11][c:12]([N+:14](=[O:15])[O-:16])[cH:13]1. Reactants: C(C)(=O)S[C@H]1C[C@H](N(C1)C(=O)OCC1=CC=C(C=C1)[N+](=O)[O-])CO ((2S,4S)-4-acetylthio-2-hydroxymethyl-1-(4-nitrobenzyloxycarbonyl)pyrrolidine), solution, C[O-].[Na+] (sodium methoxide), C1(=CC=CC=C1)C(C1=CC=CC=C1)(C1=CC=CC=C1)Cl (triphenylmethyl chloride). Solvent: CO (methanol), O1CCCC1 (tetrahydrofuran), C(C)(=O)OCC (ethyl acetate), CO (methanol). Reaction conditions: time 10 minute. Product: OC[C@H]1N(C[C@H](C1)SC(C1=CC=CC=C1)(C1=CC=CC=C1)C1=CC=CC=C1)C(=O)OCC1=CC=C(C=C1)[N+](=O)[O-] ((2S,4S)-2-hydroxymethyl-1-(4-nitrobenzyloxycarbonyl)-4-(triphenylmethylthio)pyrrolidine). The yield is 94.7%. RXN SMILES: C([S:4][C@@H:5]1[CH2:9][N:8]([C:10]([O:12][CH2:13][C:14]2[CH:19]=[CH:18][C:17]([N+:20]([O-:22])=[O:21])=[CH:16][CH:15]=2)=[O:11])[C@H:7]([CH2:23][OH:24])[CH2:6]1)(=O)C.C[O-].[Na+].[C:28]1([C:34](Cl)([C:41]2[CH:46]=[CH:45][CH:44]=[CH:43][CH:42]=2)[C:35]2[CH:40]=[CH:39][CH:38]=[CH:37][CH:36]=2)[CH:33]=[CH:32][CH:31]=[CH:30][CH:29]=1>CO.O1CCCC1.C(OCC)(=O)C>[OH:24][CH2:23][C@@H:7]1[CH2:6][C@H:5]([S:4][C:34]([C:41]2[CH:46]=[CH:45][CH:44]=[CH:43][CH:42]=2)([C:35]2[CH:40]=[CH:39][CH:38]=[CH:37][CH:36]=2)[C:28]2[CH:33]=[CH:32][CH:31]=[CH:30][CH:29]=2)[CH2:9][N:8]1[C:10]([O:12][CH2:13][C:14]1[CH:19]=[CH:18][C:17]([N+:20]([O-:22])=[O:21])=[CH:16][CH:15]=1)=[O:11] |f:1.2|. Procedure details: To a solution of (2S,4S)-4-acetylthio-2-hydroxymethyl-1-(4-nitrobenzyloxycarbonyl)pyrrolidine (15 g) in a mixture of methanol (150 ml) and tetrahydrofuran (150 ml) was added a 28% solution of sodium methoxide in methanol (8.95 ml) under ice-cooling and the mixture was stirred at the same temperature for 10 minutes. To the mixture was added triphenylmethyl chloride (12.39 g) on ice-bath, followed by stirring at the same temperature for 1 hour. The precipitates were filtered off and the filtrate w... The reactants are BrC=1N=C(N2C1C=NC1=C2C=CN1S(=O)(=O)C1=CC=C(C)C=C1)C (3-bromo-1-methyl-6-tosyl-6H-imidazo[1,5-a]pyrrolo[2,3-e]pyrazine), C(=O)C1=CC=C(C=C1)B(O)O (4-formylphenylboronic acid), CCO (EtOH), C(=O)([O-])[O-].[Cs+].[Cs+] (Cs2CO3). Reagents/catalysts: [Pd] (Pd). Run in O1CCOCC1 (1,4-dioxane), O (water). Conditions: temperature 150 celsius. Product: CC1=NC(=C2N1C1=C(N=C2)NC=C1)C1=CC=C(C=O)C=C1 (4-(1-Methyl-6H-imidazo[1,5-a]pyrrolo[2,3-e]pyrazin-3-yl)benzaldehyde). The yield is 76.2%. Reaction SMILES: Br[C:2]1[N:3]=[C:4]([CH3:24])[N:5]2[C:10]3[CH:11]=[CH:12][N:13](S(C4C=CC(C)=CC=4)(=O)=O)[C:9]=3[N:8]=[CH:7][C:6]=12.[CH:25]([C:27]1[CH:32]=[CH:31][C:30](B(O)O)=[CH:29][CH:28]=1)=[O:26].CCO.C([O-])([O-])=O.[Cs+].[Cs+]>O1CCOCC1.O.[Pd]>[CH3:24][C:4]1[N:5]2[C:10]3[CH:11]=[CH:12][NH:13][C:9]=3[N:8]=[CH:7][C:6]2=[C:2]([C:30]2[CH:31]=[CH:32][C:27]([CH:25]=[O:26])=[CH:28][CH:29]=2)[N:3]=1 |f:3.4.5|. Procedure: To a microwave reaction vial containing 3-bromo-1-methyl-6-tosyl-6H-imidazo[1,5-a]pyrrolo[2,3-e]pyrazine (0.100 g, 0.247 mmol, Preparation #AB.1), 4-formylphenylboronic acid (0.074 g, 0.493 mmol, Lancaster) and SiliaCat® DPP-Pd (0.031 g, 0.025 mmol, Silicycle) in 1,4-dioxane (1.0 mL) and EtOH (1.0 mL) was added a solution of Cs2CO3 (0.177 g, 0.543 mmol) in water (0.3 mL). The mixture was heated in a microwave at 150° C. for 30 min. The mixture was filtered through a filtration tube with a polyet... Starting materials: CCOC(=O)C=CCO[Si](C)(C)C(C)(C)C, CCO, Cl, CCOC(=O)CCN, NCCC(=O)[O-]. Product: CCOC(=O)CCNC(CO[Si](C)(C)C(C)(C)C)CC(=O)OCC. RXN SMILES: [C:9]([CH3:10])([CH3:11])([CH3:12])[Si:13]([O:14][CH2:15][CH:16]=[CH:17][C:18](=[O:19])[O:20][CH2:21][CH3:22])([CH3:23])[CH3:24].[CH3:32][CH2:33][OH:34].[ClH:31].[NH2:1][CH2:2][CH2:3][C:4](=[O:5])[O:6][CH2:7][CH3:8].[NH2:25][CH2:26][CH2:27][C:28](=[O:29])[O-:30]>>[NH:1]([CH2:2][CH2:3][C:4](=[O:5])[O:6][CH2:7][CH3:8])[CH:16]([CH2:15][O:14][Si:13]([C:9]([CH3:10])([CH3:11])[CH3:12])([CH3:23])[CH3:24])[CH2:17][C:18](=[O:19])[O:20][CH2:21][CH3:22]. Starting materials: O.NN (hydrazine hydrate), C (charcoal), FeCl3.6H2O, CN(S(=O)(=O)C(C1=CC(=C(C=C1)NC)[N+](=O)[O-])=O)C1=CC=CC=C1 (N-Methyl-4-(methylamino)-3-nitro-N-phenylbenzoyl sulfonamide). Solvent: C(C)(C)O (isopropanol). Conditions: time 8 hour. Yields the product NC=1C=C(C=CC1NC)S(=O)(=O)N(C1=CC=CC=C1)C (3-amino-N-methyl-4-(methylamino)-N-phenylbenzene sulfonamide). Reaction SMILES: [CH3:1][N:2]([C:19]1[CH:24]=[CH:23][CH:22]=[CH:21][CH:20]=1)[S:3]([C:6](=O)[C:7]1C=[CH:11][C:10]([NH:13]C)=[C:9]([N+:15]([O-])=O)[CH:8]=1)(=[O:5])=[O:4].O.NN.[CH4:28]>C(O)(C)C>[NH2:13][C:10]1[CH:11]=[C:6]([S:3]([N:2]([CH3:1])[C:19]2[CH:20]=[CH:21][CH:22]=[CH:23][CH:24]=2)(=[O:4])=[O:5])[CH:7]=[CH:8][C:9]=1[NH:15][CH3:28] |f:1.2|. Procedure details: N-Methyl-4-(methylamino)-3-nitro-N-phenylbenzoyl sulfonamide (9 g, 0.028 mol) was dissolved in isopropanol (90 ml). To this solution, hydrazine hydrate (11 ml), activated charcoal (2 g), and FeCl3.6H2O (0.5 g in 10 ml ethanol) were added. The reaction mixture was boiled for 8 h. The charcoal was removed by filtration. The filtrate was evaporated to dryness. The yield of 3-amino-N-methyl-4-(methylamino)-N-phenylbenzene sulfonamide was 8.1 g (99%). Starting materials: CCOC(=O)c1ccccc1-c1cccc(CSCCOc2ccccc2)c1, C1CCOC1, [Li+], O=C(O)c1cccc(-c2ccc(CSCCOc3ccccc3)cc2)c1, [OH-]. Yields the product O=C(O)c1ccccc1-c1cccc(CSCCOc2ccccc2)c1. Reaction SMILES: [CH2:27]([CH3:28])[O:29][C:30](=[O:31])[c:32]1[c:33](-[c:38]2[cH:39][c:40]([CH2:44][S:45][CH2:46][CH2:47][O:48][c:49]3[cH:50][cH:51][cH:52][cH:53][cH:54]3)[cH:41][cH:42][cH:43]2)[cH:34][cH:35][cH:36][cH:37]1.[CH2:57]1[O:58][CH2:59][CH2:60][CH2:61]1.[Li+:55].[O:1]([CH2:2][CH2:3][S:4][CH2:5][c:6]1[cH:7][cH:8][c:9](-[c:10]2[cH:11][cH:12][cH:13][c:14]([C:15]([OH:16])=[O:17])[cH:18]2)[cH:19][cH:20]1)[c:21]1[cH:22][cH:23][cH:24][cH:25][cH:26]1.[OH-:56]>>[O:29]=[C:30]([OH:31])[c:32]1[c:33](-[c:38]2[cH:39][c:40]([CH2:44][S:45][CH2:46][CH2:47][O:48][c:49]3[cH:50][cH:51][cH:52][cH:53][cH:54]3)[cH:41][cH:42][cH:43]2)[cH:34][cH:35][cH:36][cH:37]1.